From a dataset of the Open Reaction Database (ORD), a public repository of structured organic reaction records. describe an organic reaction: reactants, conditions, products, and yield The reactants are CC(C)O, [K+], CCOC(=O)N1CCOC(CNC(=O)c2cc(Cl)c(N)cc2OC)C1, [OH-]. Product: COc1cc(N)c(Cl)cc1C(=O)NCC1CNCCO1. As a reaction SMILES: [CH:28]([OH:29])([CH3:30])[CH3:31].[K+:27].[NH2:1][c:2]1[cH:3][c:4]([O:24][CH3:25])[c:5]([C:6](=[O:7])[NH:8][CH2:9][CH:10]2[O:11][CH2:12][CH2:13][N:14]([C:16]([O:17][CH2:18][CH3:19])=[O:20])[CH2:15]2)[cH:21][c:22]1[Cl:23].[OH-:26]>>[NH2:1][c:2]1[cH:3][c:4]([O:24][CH3:25])[c:5]([C:6](=[O:7])[NH:8][CH2:9][CH:10]2[O:11][CH2:12][CH2:13][NH:14][CH2:15]2)[cH:21][c:22]1[Cl:23]. Reactants: mixed solvent, C(C)O.C1CCOC1 (ethanol THF), C(CCCC)C1CCC(CC1)CCC1=CCC(CC1)C1CCC(CC1)=O (4-(4-(2-(4-n-pentylcyclohexyl)ethyl)-3-cyclohexenyl)cyclohexanone), [BH4-].[Na+] (sodium borohydride). Solvent: O (Water). Conditions: temperature 0 celsius, time 1 hour. Yields the product C(CCCC)C1CCC(CC1)CCC1=CCC(CC1)C1CCC(CC1)O (4-(4-(2-(4-n-pentyl-cyclohexyl)ethyl)-3-cyclohexenyl)cyclohexanol). The yield is 40.7%. As a reaction SMILES: C(O)C.C1COCC1.[CH2:9]([CH:14]1[CH2:19][CH2:18][CH:17]([CH2:20][CH2:21][C:22]2[CH2:27][CH2:26][CH:25]([CH:28]3[CH2:33][CH2:32][C:31](=[O:34])[CH2:30][CH2:29]3)[CH2:24][CH:23]=2)[CH2:16][CH2:15]1)[CH2:10][CH2:11][CH2:12][CH3:13].[BH4-].[Na+]>O>[CH2:9]([CH:14]1[CH2:15][CH2:16][CH:17]([CH2:20][CH2:21][C:22]2[CH2:27][CH2:26][CH:25]([CH:28]3[CH2:33][CH2:32][CH:31]([OH:34])[CH2:30][CH2:29]3)[CH2:24][CH:23]=2)[CH2:18][CH2:19]1)[CH2:10][CH2:11][CH2:12][CH3:13] |f:0.1,3.4|. Procedure details: To 1 l of mixed solvent of ethanol/THF (4/1) was dissolved 15.0 g (41.8 mmol) of the 4-(4-(2-(4-n-pentylcyclohexyl)ethyl)-3-cyclohexenyl)cyclohexanone described above, and the solution was cooled down to 0° C. To this mixture was gradually added 0.80 g (21.1 mmol) of sodium borohydride such that the liquid temperature did not exceed 15° C., and the mixture was stirred for 1 hour. Water in an amount of 350 ml was added to the reaction solution, the product thus formed was extracted with ether, th... The reactants are CCOC(=O)c1ccc(OCC(C)CC)cc1, CCO, Cl, [Na+], [OH-], O. Product: CCC(C)COc1ccc(C(=O)O)cc1. As a reaction SMILES: [CH3:1][CH:2]([CH2:3][O:4][c:5]1[cH:6][cH:7][c:8]([C:9](=[O:10])[O:11][CH2:12][CH3:13])[cH:14][cH:15]1)[CH2:16][CH3:17].[CH3:22][CH2:23][OH:24].[ClH:21].[Na+:19].[OH-:18].[OH2:20]>>[CH3:1][CH:2]([CH2:3][O:4][c:5]1[cH:6][cH:7][c:8]([C:9](=[O:10])[OH:11])[cH:14][cH:15]1)[CH2:16][CH3:17]. Reactants: CI (methyl iodide), O (water), BrC=1C=C(C(=O)NC2CC2)C=CC1C (3-bromo-N-cyclopropyl-4-methyl-benzamide), BrC=1C=C(C(=O)NC2CC2)C=CC1C (3-bromo-N-cyclopropyl-4-methyl-benzamide), [H-].[Na+] (sodium hydride). Solvent: O1CCCC1 (tetrahydrofuran). The product is BrC=1C=C(C(=O)N(C)C2CC2)C=CC1C (3-Bromo-N-cyclopropyl-4,N-dimethyl-benzamide). As a reaction SMILES: [Br:1][C:2]1[CH:3]=[C:4]([CH:11]=[CH:12][C:13]=1[CH3:14])[C:5]([NH:7][CH:8]1[CH2:10][CH2:9]1)=[O:6].[H-].[Na+].[CH3:17]I.O>O1CCCC1>[Br:1][C:2]1[CH:3]=[C:4]([CH:11]=[CH:12][C:13]=1[CH3:14])[C:5]([N:7]([CH:8]1[CH2:9][CH2:10]1)[CH3:17])=[O:6] |f:1.2|. Reported procedure: A stirred, cooled (ice bath) solution of 3-bromo-N-cyclopropyl-4-methyl-benzamide (Intermediate 95, 6 g, 23.25 mmol) in anhydrous tetrahydrofuran (100 mL) under argon was treated with small portions of sodium hydride (1.6 g, 40 mmol, 60% dispersion in mineral oil). The reaction mixture was allowed to warm to ambient temperature and after 1 h, methyl iodide (3.11 mL, 50 mmol) was added and the reaction mixture was refluxed for 5 h. It was cooled to ambient temperature, poured into cold water and ... Starting materials: COC1=C(C=C(C=C1)C)S(=O)(=O)Cl (2-Methoxy-5-methylbenzenesulfonyl chloride), N1=CC=CC=C1 (pyridine), C(C)(C)(C)OC(NC1CCN(CC1)C1=CC(=CC=2C=COC21)N)=O (tert-butyl[1-(5-amino-1-benzofuran-7-yl)piperidin-4-yl]carbamate), C(C)(C)(C)OC(NC1CCN(CC1)C1=CC(=CC=2C=COC21)N)=O (tert-butyl[1-(5-amino-1-benzofuran-7-yl)piperidin-4-yl]carbamate). Run in C(Cl)Cl (DCM). Reaction conditions: time 1 hour. The product is Cl.NC1N(CCCC1)C1=CC(=CC=2C=COC21)NS(=O)(=O)C2=C(C=CC(=C2)C)OC (N-[7-(Aminopiperidin-1-yl)-1-benzofuran-5-yl]-2-methoxy-5-methylbenzenesulfonamide hydrochloride). As a reaction SMILES: [CH3:1][O:2][C:3]1[CH:8]=[CH:7][C:6]([CH3:9])=[CH:5][C:4]=1[S:10]([Cl:13])(=[O:12])=[O:11].[N:14]1C=CC=CC=1.C(OC(=O)N[CH:27]1[CH2:32][CH2:31][N:30]([C:33]2[C:41]3[O:40][CH:39]=[CH:38][C:37]=3[CH:36]=[C:35]([NH2:42])[CH:34]=2)[CH2:29][CH2:28]1)(C)(C)C>C(Cl)Cl>[ClH:13].[NH2:14][CH:31]1[CH2:32][CH2:27][CH2:28][CH2:29][N:30]1[C:33]1[C:41]2[O:40][CH:39]=[CH:38][C:37]=2[CH:36]=[C:35]([NH:42][S:10]([C:4]2[CH:5]=[C:6]([CH3:9])[CH:7]=[CH:8][C:3]=2[O:2][CH3:1])(=[O:12])=[O:11])[CH:34]=1 |f:4.5|. Reported procedure: 2-Methoxy-5-methylbenzenesulfonyl chloride (80.0 mg, 0.36 mmol) and pyridine (219 mL) were added to tert-butyl[1-(5-amino-1-benzofuran-7-yl)piperidin-4-yl]carbamate (100.0 mg, 0.30 mmol; Intermediate 49) in DCM (1 mL). The mixture was shaken at room temperature for 1 h, solvent was removed in vacuo and the residue was purified by preparative HPLC using acetonitrile-water gradients containing 0.1% trifluoroacetic acid. N-deprotection and conversion into the hydrochloride salt was performed by tre... Reactants: C(C)(=O)O (acetic acid), Cl.C1(=CC=CC=C1)N(C(=O)C1=CC2=C(N(C(=N2)CNC2=CC=C(C=C2)C(N)=N)C)C=C1)CCC(=O)OCC (1-methyl-2-[N-(4-amidinophenyl)aminomethyl]benzimidazol-5-yl-carboxylic acid-N-phenyl-N-(2-ethoxycarbonylethyl)amide hydrochloride), C(C)O (ethanol), [OH-].[Na+] (sodium hydroxide). Run in O (water), O (water). Reaction conditions: time 2 hour. The product is C1(=CC=CC=C1)N(C(=O)C1=CC2=C(N(C(=N2)CNC2=CC=C(C=C2)C(N)=N)C)C=C1)CCC(=O)O (1-Methyl-2-[N-(4-amidinophenyl)aminomethyl]benzimidazol-5-yl-carboxylic acid-N-phenyl-N-(2-hydroxycarbonylethyl)amide). As a reaction SMILES: Cl.[C:2]1([N:8]([CH2:32][CH2:33][C:34]([O:36]CC)=[O:35])[C:9]([C:11]2[CH:31]=[CH:30][C:14]3[N:15]([CH3:29])[C:16]([CH2:18][NH:19][C:20]4[CH:25]=[CH:24][C:23]([C:26](=[NH:28])[NH2:27])=[CH:22][CH:21]=4)=[N:17][C:13]=3[CH:12]=2)=[O:10])[CH:7]=[CH:6][CH:5]=[CH:4][CH:3]=1.C(O)C.[OH-].[Na+].C(O)(=O)C>O>[C:2]1([N:8]([CH2:32][CH2:33][C:34]([OH:36])=[O:35])[C:9]([C:11]2[CH:31]=[CH:30][C:14]3[N:15]([CH3:29])[C:16]([CH2:18][NH:19][C:20]4[CH:25]=[CH:24][C:23]([C:26](=[NH:27])[NH2:28])=[CH:22][CH:21]=4)=[N:17][C:13]=3[CH:12]=2)=[O:10])[CH:3]=[CH:4][CH:5]=[CH:6][CH:7]=1 |f:0.1,3.4|. Reported procedure: A mixture of 300 mg (0.56 mmol) of 1-methyl-2-[N-(4-amidinophenyl)aminomethyl]benzimidazol-5-yl-carboxylic acid-N-phenyl-N-(2-ethoxycarbonylethyl)amide hydrochloride, 15 mL of ethanol, 4 mL of water and 120 mg (3.0 mmol) of sodium hydroxide was stirred for two hours at room temperature. Then the mixture was diluted with about 20 mL of water and made weakly alkaline with glacial acetic acid. The product which crystallized out was suction filtered, washed with water, and dried at 60° C. in vacuo. ... Reactants: [Br-], Cc1cc(C#N)ccc1Br, CC[Mg+], Cl, C1COCCO1. Product: CCC(=O)c1ccc(Br)c(C)c1. Reaction SMILES: [Br-:11].[Br:1][c:2]1[c:3]([CH3:10])[cH:4][c:5]([C:6]#[N:7])[cH:8][cH:9]1.[CH2:12]([CH3:13])[Mg+:14].[ClH:15].[O:16]1[CH2:17][CH2:18][O:19][CH2:20][CH2:21]1>>[Br:1][c:2]1[c:3]([CH3:10])[cH:4][c:5]([C:6]([CH2:12][CH3:13])=[O:16])[cH:8][cH:9]1. Starting materials: COC1OC(CC1)OC (2,5-dimethoxytetrahydrofuran), FC1=C(C=C(N)C=C1)[N+](=O)[O-] (4-fluoro-3-nitroaniline), CC=1C=CC(=CC1)S(=O)(=O)O (pTSA). Solvent: C1(=CC=CC=C1)C (toluene). The product is [N+](=O)([O-])C1=C(C=CC(=C1)N1C=CC=C1)F (2-Nitro-4-(1-pyrrolyl)fluorobenzene). Reaction SMILES: [F:1][C:2]1[CH:8]=[CH:7][C:5]([NH2:6])=[CH:4][C:3]=1[N+:9]([O-:11])=[O:10].CO[CH:14]1[CH2:18][CH2:17][CH:16](OC)O1.CC1C=CC(S(O)(=O)=O)=CC=1>C1(C)C=CC=CC=1>[N+:9]([C:3]1[CH:4]=[C:5]([N:6]2[CH:14]=[CH:18][CH:17]=[CH:16]2)[CH:7]=[CH:8][C:2]=1[F:1])([O-:11])=[O:10]. Reported procedure: To a suspension of 4-fluoro-3-nitroaniline (20g, 0.13mol) in toluene (200mi) is added 2,5-dimethoxytetrahydrofuran (33ml, 0.26mol) and a catalytic amount of pTSA. The mixture is refluxed for 2.5 hours. After cooling the solvent is removed by evaporation and the residue is purified by column chromatography on silica gel using a mixture of ethyl acetate and petroleum ether (1:1) as the eluent. Yield: 23.1g (87%). Mp 79-81° C.